This data is from the Open Reaction Database (ORD), a public repository of structured organic reaction records. The task is: describe an organic reaction: reactants, conditions, products, and yield Reported procedure: Representative procedure for small scale hydrogenation reactions. To a 2 or 3-neck, 100 ml round bottom flask containing a stir bar was added methyl quinoline-3-carboxylate (170 mg, 0.908 mmol) and platinum(IV) oxide (10.3 mg, 5 mol %). The flask was equipped with two outlets sealed with rubber septa and containing Teflon stopcocks. Trifluoroacetic acid (3.0 mL), which was purged with argon gas to remove oxygen, was added via a plastic syringe into the reaction flask under an atmosphere of nitro... Reactants: N1=CC(=CC2=CC=CC=C12)C(=O)OC (methyl quinoline-3-carboxylate), Teflon. Reagents/catalysts: [Pt](=O)=O (platinum(IV) oxide). Product: COC(=O)C=1C=NC=2CCCCC2C1 (5,6,7,8-tetrahydroquinoline-3-carboxylic acid methyl ester), liquid. The yield is 70.0%. Reaction conditions: temperature 60 celsius, time 5 hour. As a reaction SMILES: [N:1]1[C:10]2[C:5](=[CH:6][CH:7]=[CH:8][CH:9]=2)[CH:4]=[C:3]([C:11]([O:13][CH3:14])=[O:12])[CH:2]=1>[Pt](=O)=O>[CH3:14][O:13][C:11]([C:3]1[CH:2]=[N:1][C:10]2[CH2:9][CH2:8][CH2:7][CH2:6][C:5]=2[CH:4]=1)=[O:12]. The reactants are C12(CC3CC(CC(C1)C3)C2)C(=O)Cl (1-adamantane carboxylic acid chloride), CH2N2, Br (HBr), CCOC(=O)C (EtOAc). The product is diazoketone, BrCC(=O)C12CC3CC(CC(C1)C3)C2 (1-Adamantyl bromomethyl ketone). Yield: 60.0%. RXN SMILES: [C:1]12([C:11](Cl)=[O:12])[CH2:10][CH:5]3[CH2:6][CH:7]([CH2:9][CH:3]([CH2:4]3)[CH2:2]1)[CH2:8]2.[BrH:14].[CH3:15]COC(C)=O>>[Br:14][CH2:15][C:11]([C:1]12[CH2:10][CH:5]3[CH2:6][CH:7]([CH2:9][CH:3]([CH2:4]3)[CH2:2]1)[CH2:8]2)=[O:12]. Procedure details: This was prepared following the method of Example 3A. The intermediate diazoketone was prepared from 1-adamantane carboxylic acid chloride (2.98 g, 15 mmol) and CH2N2 (generated from Diazald® 8.7 g, 40 mmol) and subsequently treated with a saturated solution of HBr in EtOAc. Flash chromatography on silica gel (eluant EtOAc:hexane fr 8:92) afforded the title compound as a pale brown mobile oil (2.30 g, 60%). Starting materials: CCc1cccc2c3c([nH]c12)C(CC)(CCO)OCC3, CCN(CC)S(F)(F)F, ClCCl. Yields the product CCc1cccc2c3c([nH]c12)C(CC)(CCF)OCC3. As a reaction SMILES: [CH2:1]([CH3:2])[C:3]1([CH2:18][CH2:19][OH:20])[O:4][CH2:5][CH2:6][c:7]2[c:8]1[nH:9][c:10]1[c:11]([CH2:16][CH3:17])[cH:12][cH:13][cH:14][c:15]21.[CH2:21]([N:22]([S:23]([F:24])([F:25])[F:27])[CH2:26][CH3:28])[CH3:29].[Cl:30][CH2:31][Cl:32]>>[CH2:1]([CH3:2])[C:3]1([CH2:18][CH2:19][F:27])[O:4][CH2:5][CH2:6][c:7]2[c:8]1[nH:9][c:10]1[c:11]([CH2:16][CH3:17])[cH:12][cH:13][cH:14][c:15]21. Reactants: CC(C)(C)O, C=CC(C)(C)CC(=O)OCC, [Cl-], FC(F)(F)C(Cl)(Cl)Cl, NCCO. The product is CCOC(=O)CC(C)(C)C(Cl)CC(Cl)(Cl)C(F)(F)F. As a reaction SMILES: [C:25]([OH:26])([CH3:27])([CH3:28])[CH3:29].[CH3:1][C:2]([CH2:3][C:4](=[O:5])[O:6][CH2:7][CH3:8])([CH:9]=[CH2:10])[CH3:11].[Cl-:20].[Cl:12][C:13]([C:14]([F:15])([F:16])[F:17])([Cl:18])[Cl:19].[NH2:21][CH2:22][CH2:23][OH:24]>>[CH3:1][C:2]([CH2:3][C:4](=[O:5])[O:6][CH2:7][CH3:8])([CH:9]([CH2:10][C:13]([Cl:12])([C:14]([F:15])([F:16])[F:17])[Cl:18])[Cl:20])[CH3:11].